This data is from the Open Reaction Database (ORD), a public repository of structured organic reaction records. The task is: describe an organic reaction: reactants, conditions, products, and yield Starting materials: C(C)(=O)NC1=C(C(=C(C(=C1)C)[N+](=O)[O-])C)[N+](=O)[O-] (N-acetyl-3,5-dimethyl-2,4-dinitroaniline), C[O-].[Na+] (sodium methoxide). Solvent: CO (methanol). Yields the product CC=1C(=C(N)C=C(C1[N+](=O)[O-])C)[N+](=O)[O-] (3,5-dimethyl-2,4-dinitroaniline). Yield: 66.5%. As a reaction SMILES: C([NH:4][C:5]1[CH:10]=[C:9]([CH3:11])[C:8]([N+:12]([O-:14])=[O:13])=[C:7]([CH3:15])[C:6]=1[N+:16]([O-:18])=[O:17])(=O)C.C[O-].[Na+]>CO>[CH3:15][C:7]1[C:6]([N+:16]([O-:18])=[O:17])=[C:5]([CH:10]=[C:9]([CH3:11])[C:8]=1[N+:12]([O-:14])=[O:13])[NH2:4] |f:1.2|. Procedure details: A mixture of N-acetyl-3,5-dimethyl-2,4-dinitroaniline (14.6 g, 57 mmol) and sodium methoxide (25 wt % solution in methanol) (26 mL) and methanol (200 mL) is heated to reflux for 90 minutes. The mixture is rotary evaporated and the residue is partitioned between water and chloroform. The organic layer is dried (magnesium sulfate) and rotary evaporated. The residue is purified by flash chromatography on silica gel (25% ethyl acetateihexane) to afford 3,5-dimethyl-2,4-dinitroaniline (8.0 g) as an o... The reactants are FC(C(=O)OCC)C(=O)OCC (diethyl 2-fluoromalonate), [H-].[Na+] (Sodium hydride), Br.O1CCN(CC1)C(=N)N (morpholinoformamidine hydrobromide). The solvent is CCO (EtOH), hexanes. Reaction conditions: time 30 minute. Product: FC=1C(=NC(=NC1O)N1CCOCC1)O (5-fluoro-2-morpholinopyrimidine-4,6-diol). The yield is 12.6%. As a reaction SMILES: [H-].[Na+].[F:3][CH:4]([C:10]([O:12]CC)=O)[C:5]([O:7]CC)=O.Br.[O:16]1[CH2:21][CH2:20][N:19]([C:22]([NH2:24])=[NH:23])[CH2:18][CH2:17]1>CCO>[F:3][C:4]1[C:5]([OH:7])=[N:23][C:22]([N:19]2[CH2:20][CH2:21][O:16][CH2:17][CH2:18]2)=[N:24][C:10]=1[OH:12] |f:0.1,3.4|. Procedure details: Sodium hydride (60% in oil, 3.9 g, 96.5 mmol) was washed with hexanes in a round bottom flask under argon and cooled with an ice water bath. EtOH (100 mL) was slowly added. The resulting mixture was warmed to RT and stirred for 30 minutes. To the base mixture, diethyl 2-fluoromalonate (5.7 g, 32.2 mmol) was added, followed by morpholinoformamidine hydrobromide (6.8 g, 32.2 mmol). The mixture was heated to 90-95° C. with stirring under argon. After 12 hours, the reaction was cooled to room temper... Reactants: F[B-](F)(F)F, O=C([O-])[O-], O=C([O-])O, C[O+](C)C, ClCCl, COc1ccc(F)cc1C(C)(C)CC(O)(CSc1ccc(C)cc1)C(F)(F)F, [K+], [K+], [Na+], O. Reaction SMILES: [B-:29]([F:30])([F:31])([F:32])[F:33].[C:38](=[O:39])([O-:40])[O-:41].[C:44](=[O:45])([OH:46])[O-:47].[CH3:34][O+:35]([CH3:36])[CH3:37].[Cl:49][CH2:50][Cl:51].[F:1][C:2]([C:3]([CH2:4][C:5]([CH3:6])([CH3:7])[c:8]1[c:9]([O:15][CH3:16])[cH:10][cH:11][c:12]([F:14])[cH:13]1)([OH:17])[CH2:18][S:19][c:20]1[cH:21][cH:22][c:23]([CH3:24])[cH:25][cH:26]1)([F:27])[F:28].[K+:42].[K+:43].[Na+:48].[OH2:52]>>[F:1][C:2]([C:3]1([CH2:4][C:5]([CH3:6])([CH3:7])[c:8]2[c:9]([O:15][CH3:16])[cH:10][cH:11][c:12]([F:14])[cH:13]2)[O:17][CH2:18]1)([F:27])[F:28]. Product: COc1ccc(F)cc1C(C)(C)CC1(C(F)(F)F)CO1. Reactants: potassium tert.-butylate, C(F)(F)(F)OF (CF3OF), FC1C(NC2=C(C(N1S(=O)(=O)C1=CC=C(C=C1)C)C1=CC=CC=C1)C=C(C=C2)[N+](=O)[O-])=O (3-fluoro-4-p-toluenesulfonyl-5-phenyl-7-nitro-2,3,4,5-tetrahydro-1H-1,4-benzodiazepin-2-one), C1(=CC=C(C=C1)S(=O)(=O)N1CC(NC2=C(C1C1=CC=CC=C1)C=C(C=C2)[N+](=O)[O-])=O)C (4-p-toluenesulfonyl-5-phenyl-7-nitro-2,3,4,5-tetrahydro-1H-1,4-benzodiazepin-2-one). Solvent: CN(C)C=O (DMF). Conditions: time 1 hour. Yields the product FC1C(NC2=C(C(=N1)C1=CC=CC=C1)C=C(C=C2)[N+](=O)[O-])=O (3-fluoro-5-phenyl-7-nitro-2,3-dihydro-1H-1,4-benzodiazepin-2-one). RXN SMILES: [F:1][CH:2]1[N:8](S(C2C=CC(C)=CC=2)(=O)=O)[CH:7]([C:19]2[CH:24]=[CH:23][CH:22]=[CH:21][CH:20]=2)[C:6]2[CH:25]=[C:26]([N+:29]([O-:31])=[O:30])[CH:27]=[CH:28][C:5]=2[NH:4][C:3]1=[O:32].C1(C)C=CC(S(N2C(C3C=CC=CC=3)C3C=C([N+]([O-])=O)C=CC=3NC(=O)C2)(=O)=O)=CC=1.C(OF)(F)(F)F>CN(C=O)C>[F:1][CH:2]1[N:8]=[C:7]([C:19]2[CH:20]=[CH:21][CH:22]=[CH:23][CH:24]=2)[C:6]2[CH:25]=[C:26]([N+:29]([O-:31])=[O:30])[CH:27]=[CH:28][C:5]=2[NH:4][C:3]1=[O:32]. Procedure: 2.35 g. of sublimed potassium tert.-butylate are added at 5° to a solution of 4.55 g. of 3-fluoro-4-p-toluenesulfonyl-5-phenyl-7-nitro-2,3,4,5-tetrahydro-1H-1,4-benzodiazepin-2-one, obtainable from 4-p-toluenesulfonyl-5-phenyl-7-nitro-2,3,4,5-tetrahydro-1H-1,4-benzodiazepin-2-one and CF3OF, in 50 ml. of DMF. After stirring for 1 hour, the temperature is allowed to rise to 20° and the mixture is stirred for 48 hours more. The mixture is poured onto ice and worked up in the customary manner to giv... Starting materials: CN1CCCC1=O, CCN(C(C)C)C(C)C, Nc1cc(Cl)ccn1, Cc1cc([N+](=O)[O-])ccc1O. Product: Cc1cc([N+](=O)[O-])ccc1Oc1ccnc(N)c1. Reaction SMILES: [CH3:29][N:30]1[CH2:31][CH2:32][CH2:33][C:34]1=[O:35].[CH:20]([N:21]([CH:22]([CH3:23])[CH3:24])[CH2:25][CH3:26])([CH3:27])[CH3:28].[NH2:1][c:2]1[n:3][cH:4][cH:5][c:6]([Cl:8])[cH:7]1.[OH:9][c:10]1[c:11]([CH3:19])[cH:12][c:13]([N+:16](=[O:17])[O-:18])[cH:14][cH:15]1>>[NH2:1][c:2]1[n:3][cH:4][cH:5][c:6]([O:9][c:10]2[c:11]([CH3:19])[cH:12][c:13]([N+:16](=[O:17])[O-:18])[cH:14][cH:15]2)[cH:7]1.